Dataset: the Open Reaction Database (ORD), a public repository of structured organic reaction records. Task: describe an organic reaction: reactants, conditions, products, and yield The reactants are BrCC1=CC=C(C=C1)NC(CC(C)(C1=C(C(C(=C(C1=O)C)C)=O)C)C)=O (N-(4-(bromomethyl)phenyl)-3-methyl-3-(2,4,5-trimethyl-3,6-dioxocyclohexa-1,4-dien-1-yl)butanamide), OC1=CC2=C(N=C(S2)C#N)C=C1 (6-hydroxy-2-cyanobenzothiazole), N1=C(C=C(C=C1C)C)C (2,4,6-collidine), Ag2CO3. Run in C1CCOC1 (THF). Yields the product C(#N)C=1SC2=C(N1)C=CC(=C2)OCC2=CC=C(C=C2)NC(CC(C)(C2=C(C(C(=C(C2=O)C)C)=O)C)C)=O (N-(4-(((2-cyanobenzo[d]thiazol-6-yl)oxy)methyl)phenyl)-3-methyl-3-(2,4,5-trimethyl-3,6-dioxocyclohexa-1,4-dien-1-yl)butanamide). The yield is 40.0%. As a reaction SMILES: Br[CH2:2][C:3]1[CH:8]=[CH:7][C:6]([NH:9][C:10](=[O:26])[CH2:11][C:12]([CH3:25])([C:14]2[C:19](=[O:20])[C:18]([CH3:21])=[C:17]([CH3:22])[C:16](=[O:23])[C:15]=2[CH3:24])[CH3:13])=[CH:5][CH:4]=1.[OH:27][C:28]1[CH:38]=[CH:37][C:31]2[N:32]=[C:33]([C:35]#[N:36])[S:34][C:30]=2[CH:29]=1.N1C(C)=CC(C)=CC=1C>C1COCC1>[C:35]([C:33]1[S:34][C:30]2[CH:29]=[C:28]([O:27][CH2:2][C:3]3[CH:8]=[CH:7][C:6]([NH:9][C:10](=[O:26])[CH2:11][C:12]([CH3:25])([C:14]4[C:19](=[O:20])[C:18]([CH3:21])=[C:17]([CH3:22])[C:16](=[O:23])[C:15]=4[CH3:24])[CH3:13])=[CH:5][CH:4]=3)[CH:38]=[CH:37][C:31]=2[N:32]=1)#[N:36]. Procedure details: A mixture of N-(4-(bromomethyl)phenyl)-3-methyl-3-(2,4,5-trimethyl-3,6-dioxocyclohexa-1,4-dien-1-yl)butanamide (0.23 g, 0.57 mmol), 6-hydroxy-2-cyanobenzothiazole (0.15 g, 0.86 mmol), 2,4,6-collidine (0.125 ml) and Ag2CO3 (0.24 g, 0.86 mmol) in 15 ml of dry THF was stirred at room temperature over night. After removal of solid by filtration, the compound was purified by silica chromatography using heptane and ethyl acetate as eluent to give a yield of 40%. The product was further purified by HPL...